Task: describe an organic reaction: reactants, conditions, products, and yield. Dataset: the Open Reaction Database (ORD), a public repository of structured organic reaction records Reactants: BrC=1C(=C2C(=NC1)N(N=C2)CC2=CC=C(C=C2)OC)N2CCN(CC2)C(=O)OC(C)(C)C (tert-butyl 4-(5-bromo-1-(4-methoxybenzyl)-1H-pyrazolo[3,4-b]pyridin-4-yl)piperazine-1-carboxylate), FC=1C=C(C=CC1)B(O)O (3-fluorophenylboronic acid), C(=O)([O-])[O-].[Cs+].[Cs+] (Cs2CO3). Reagents/catalysts: C=1C=CC(=CC1)[P](C=2C=CC=CC2)(C=3C=CC=CC3)[Pd]([P](C=4C=CC=CC4)(C=5C=CC=CC5)C=6C=CC=CC6)([P](C=7C=CC=CC7)(C=8C=CC=CC8)C=9C=CC=CC9)[P](C=1C=CC=CC1)(C=1C=CC=CC1)C=1C=CC=CC1 (Pd(PPh3)4). Run in O (H2O), CCOCC (Ether), O1CCOCC1 (dioxane), O (H2O). Product: FC=1C=C(C=CC1)C=1C(=C2C(=NC1)N(N=C2)CC2=CC=C(C=C2)OC)N2CCN(CC2)C(=O)OC(C)(C)C (tert-butyl 4-(5-(3-fluorophenyl)-1-(4-methoxybenzyl)-1H-pyrazolo[3,4-b]pyridin-4-yl)piperazine-1-carboxylate). Yield: 80.9%. As a reaction SMILES: Br[C:2]1[C:3]([N:20]2[CH2:25][CH2:24][N:23]([C:26]([O:28][C:29]([CH3:32])([CH3:31])[CH3:30])=[O:27])[CH2:22][CH2:21]2)=[C:4]2[CH:10]=[N:9][N:8]([CH2:11][C:12]3[CH:17]=[CH:16][C:15]([O:18][CH3:19])=[CH:14][CH:13]=3)[C:5]2=[N:6][CH:7]=1.[F:33][C:34]1[CH:35]=[C:36](B(O)O)[CH:37]=[CH:38][CH:39]=1.C([O-])([O-])=O.[Cs+].[Cs+]>O1CCOCC1.C1C=CC([P]([Pd]([P](C2C=CC=CC=2)(C2C=CC=CC=2)C2C=CC=CC=2)([P](C2C=CC=CC=2)(C2C=CC=CC=2)C2C=CC=CC=2)[P](C2C=CC=CC=2)(C2C=CC=CC=2)C2C=CC=CC=2)(C2C=CC=CC=2)C2C=CC=CC=2)=CC=1.O.CCOCC>[F:33][C:34]1[CH:39]=[C:38]([C:2]2[C:3]([N:20]3[CH2:25][CH2:24][N:23]([C:26]([O:28][C:29]([CH3:32])([CH3:31])[CH3:30])=[O:27])[CH2:22][CH2:21]3)=[C:4]3[CH:10]=[N:9][N:8]([CH2:11][C:12]4[CH:17]=[CH:16][C:15]([O:18][CH3:19])=[CH:14][CH:13]=4)[C:5]3=[N:6][CH:7]=2)[CH:37]=[CH:36][CH:35]=1 |f:2.3.4,^1:58,60,79,98|. Procedure details: A solution of tert-butyl 4-(5-bromo-1-(4-methoxybenzyl)-1H-pyrazolo[3,4-b]pyridin-4-yl)piperazine-1-carboxylate (0.30 g, 0.597 mmol, see Example 1), 3-fluorophenylboronic acid (0.125 g, 0.896 mmol), Pd(PPh3)4 (0.0690 g, 0.0597 mmol) and Cs2CO3 (0.778 g, 2.39 mmol) in dioxane:H2O (8 mL, 3:1) was heated at 80° C. for 6 hours. Ether (50 mL) and H2O (20 mL) were then added. The organic layer was separated, washed with brine and dried over sodium sulfate. After removal of solvent, the resulting resid... The reactants are C1(CC(C(CC1)C(C)C)O)C ((−)-menthol), O (water), BrCC(=O)O (2-bromoacetic acid), monohydrated p-toluenesulphonic acid. Run in C1(=CC=CC=C1)C (toluene). Product: BrCC(=O)OC1CC(CCC1C(C)C)C (menthyl 2-bromoacetate). As a reaction SMILES: [CH:1]1([CH3:11])[CH2:6][CH2:5][CH:4]([CH:7]([CH3:9])[CH3:8])[CH:3]([OH:10])[CH2:2]1.[Br:12][CH2:13][C:14](O)=[O:15].O>C1(C)C=CC=CC=1>[Br:12][CH2:13][C:14]([O:10][CH:3]1[CH:4]([CH:7]([CH3:8])[CH3:9])[CH2:5][CH2:6][CH:1]([CH3:11])[CH2:2]1)=[O:15]. Procedure details: For the first stage, a solution of (−)-menthol (1.56 g, 10 mmol), 2-bromoacetic acid (1.39 g, 10 mmol) and monohydrated p-toluenesulphonic acid (0.5 g, 2.6 mmol) was brought to reflux for 3 h in 100 ml toluene. The water given off during the reaction is separated by azeotropic distillation. 100 ml toluene is added, and the mixture is washed 3 times with 10 ml of a 5% NaOH solution, then twice with 100 ml of brine, the organic solvent is dried on Na2SO4 and the solvent evaporated under vacuum. Th... The reactants are C(C)(=O)C1=CC(=C2C=CC=NC2=C1N1CC(CC1)C#N)Cl (1-(7-acetyl-5-chloroquinolin-8-yl)pyrrolidine-3-carbonitrile), C(C)(=O)[O-].[NH4+] (ammonium acetate), C(#N)[BH3-].[Na+] (sodium cyanoborohydride). Procedure: A mixture of 1-(7-acetyl-5-chloroquinolin-8-yl)pyrrolidine-3-carbonitrile (0.016 g, 0.053 mmol) and ammonium acetate (0.0411 g, 0.534 mmol) in methanol (1.0 mL) and acetonitrile (1.0 mL) was heated at 65° C. in a sealed tube for 1 hour. After cooling to room temperature, sodium cyanoborohydride (0.010 g, 0.16 mmol) was added. The reaction was heated at 65° C. overnight. The mixture was cooled to room temperature, quenched with sat. NaHCO3 solution and extracted with dichloromethane. The combined... Product: NC(C)C1=CC(=C2C=CC=NC2=C1N1CC(CC1)C#N)Cl (1-[7-(1-Aminoethyl)-5-chloroquinolin-8-yl]pyrrolidine-3-carbonitrile). Run at temperature 65 celsius. Reaction SMILES: [C:1]([C:4]1[C:13]([N:14]2[CH2:18][CH2:17][CH:16]([C:19]#[N:20])[CH2:15]2)=[C:12]2[C:7]([CH:8]=[CH:9][CH:10]=[N:11]2)=[C:6]([Cl:21])[CH:5]=1)(=O)[CH3:2].C([O-])(=O)C.[NH4+].C([BH3-])#[N:28].[Na+]>CO.C(#N)C>[NH2:28][CH:1]([C:4]1[C:13]([N:14]2[CH2:18][CH2:17][CH:16]([C:19]#[N:20])[CH2:15]2)=[C:12]2[C:7]([CH:8]=[CH:9][CH:10]=[N:11]2)=[C:6]([Cl:21])[CH:5]=1)[CH3:2] |f:1.2,3.4|. Solvent: CO (methanol), C(C)#N (acetonitrile). Starting materials: O=C([O-])[O-], C1COCCN1, O=[N+]([O-])c1ccc2c(ccn2CCCCl)c1, ClCCl, [I-], [K+], [K+], [K+]. Product: O=[N+]([O-])c1ccc2c(ccn2CCCN2CCOCC2)c1. Reaction SMILES: [C:19](=[O:20])([O-:21])[O-:22].[CH2:25]1[CH2:26][O:27][CH2:28][CH2:29][NH:30]1.[Cl:1][CH2:2][CH2:3][CH2:4][n:5]1[cH:6][cH:7][c:8]2[cH:9][c:10]([N+:14](=[O:15])[O-:16])[cH:11][cH:12][c:13]12.[Cl:31][CH2:32][Cl:33].[I-:18].[K+:17].[K+:23].[K+:24]>>[CH2:2]([CH2:3][CH2:4][n:5]1[cH:6][cH:7][c:8]2[cH:9][c:10]([N+:14](=[O:15])[O-:16])[cH:11][cH:12][c:13]12)[N:30]1[CH2:25][CH2:26][O:27][CH2:28][CH2:29]1. The reactants are CC1=C(C=C(C=C1)C(NC1=CC(=CC=C1)C(F)(F)F)=O)NC(=O)C1=CSC2=C1N=CN=C2S(=O)C (N-(2-methyl-5-(3-(trifluoromethyl)phenylcarbamoyl)phenyl)-4-(methylsulfinyl)thieno[3,2-d]pyrimidine-7-carboxamide), C(C)(C)N (isopropylamine). The product is C(C)(C)NC=1C2=C(N=CN1)C(=CS2)C(=O)NC2=C(C=CC(=C2)C(NC2=CC(=CC=C2)C(F)(F)F)=O)C (4-(Isopropylamino)-N-(2-methyl-5-(3-(trifluoromethyl)phenylcarbamoyl)phenyl)thieno[3,2-d]pyrimidine-7-carboxamide). RXN SMILES: [CH3:1][C:2]1[CH:7]=[CH:6][C:5]([C:8](=[O:20])[NH:9][C:10]2[CH:15]=[CH:14][CH:13]=[C:12]([C:16]([F:19])([F:18])[F:17])[CH:11]=2)=[CH:4][C:3]=1[NH:21][C:22]([C:24]1[C:28]2[N:29]=[CH:30][N:31]=[C:32](S(C)=O)[C:27]=2[S:26][CH:25]=1)=[O:23].[CH:36]([NH2:39])([CH3:38])[CH3:37]>>[CH:36]([NH:39][C:32]1[C:27]2[S:26][CH:25]=[C:24]([C:22]([NH:21][C:3]3[CH:4]=[C:5]([C:8](=[O:20])[NH:9][C:10]4[CH:15]=[CH:14][CH:13]=[C:12]([C:16]([F:19])([F:17])[F:18])[CH:11]=4)[CH:6]=[CH:7][C:2]=3[CH3:1])=[O:23])[C:28]=2[N:29]=[CH:30][N:31]=1)([CH3:38])[CH3:37]. Procedure details: The procedure of Step 3 of Example 13 was repeated except for using the compound obtained in Step 2 of Example 13 and isopropylamine to obtain the title compound (see Table 1).